Dataset: the Open Reaction Database (ORD), a public repository of structured organic reaction records. Task: describe an organic reaction: reactants, conditions, products, and yield Reactants: COC1=C(C(=O)N2[C@@H](C(N(C3=CC=C(C=C23)F)C)=O)CC)C=CC(=C1)OC ((3R)-4-(2,4-Dimethoxybenzoyl)-3-ethyl-6-fluoro-1-methyl-3,4-dihydroquinoxalin-2(1H)-one), C(C)[C@@H]1C(N(C2=CC(=CC=C2N1C(C1=CC=C(C=C1)O)=O)F)C)=O ((3R)-3-ethyl-7-fluoro-4-(4-hydroxybenzoyl)-1-methyl-3,4-dihydroquinoxalin-2(1H)-one). Product: OC1=C(C(=O)N2[C@@H](C(N(C3=CC=C(C=C23)F)C)=O)CC)C=CC(=C1)O ((3R)-4-(2,4-dihydroxybenzoyl)-3-ethyl-6-fluoro-1-methyl-3,4-dihydroquinoxalin-2(1H)-one). The yield is 49.0%. RXN SMILES: C[O:2][C:3]1[CH:25]=[C:24]([O:26]C)[CH:23]=[CH:22][C:4]=1[C:5]([N:7]1[C:16]2[C:11](=[CH:12][CH:13]=[C:14]([F:17])[CH:15]=2)[N:10]([CH3:18])[C:9](=[O:19])[C@H:8]1[CH2:20][CH3:21])=[O:6].C([C@H]1N(C(=O)C2C=CC(O)=CC=2)C2C(=CC(F)=CC=2)N(C)C1=O)C>>[OH:2][C:3]1[CH:25]=[C:24]([OH:26])[CH:23]=[CH:22][C:4]=1[C:5]([N:7]1[C:16]2[C:11](=[CH:12][CH:13]=[C:14]([F:17])[CH:15]=2)[N:10]([CH3:18])[C:9](=[O:19])[C@H:8]1[CH2:20][CH3:21])=[O:6]. Reported procedure: (3R)-4-(2,4-Dimethoxybenzoyl)-3-ethyl-6-fluoro-1-methyl-3,4-dihydroquinoxalin-2(1H)-one was treated according to the procedure for the preparation of (3R)-3-ethyl-7-fluoro-4-(4-hydroxybenzoyl)-1-methyl-3,4-dihydroquinoxalin-2(1H)-one (see Example 1) to yield (3R)-4-(2,4-dihydroxybenzoyl)-3-ethyl-6-fluoro-1-methyl-3,4-dihydroquinoxalin-2(1H)-one (49%). MS (ESI) m/z 345 ([M+H]+); MS (ESI) m/z 343 ([M−H]−); HRMS: calcd for C18R17FN2O4, 344.1172; found (ESI_FT), 345.12407. Reactants: COC(\C=C\C1=C(C2=CC=CC=C2C(=C1)OC)CCCC)=O ((E)-3-(1-butyl-4-methoxy-2-naphthalenyl)-2-propenoic acid methyl ester), [OH-].[Na+] (sodium hydroxide). The solvent is CO (methanol). Product: C(CCC)C1=C(C=C(C2=CC=CC=C12)OC)/C=C/C(=O)O ((E)-3-(1-butyl-4-methoxy-2-naphthalenyl)-2-propenoic acid). Isolated yield 99.7%. As a reaction SMILES: C[O:2][C:3](=[O:22])/[CH:4]=[CH:5]/[C:6]1[CH:15]=[C:14]([O:16][CH3:17])[C:13]2[C:8](=[CH:9][CH:10]=[CH:11][CH:12]=2)[C:7]=1[CH2:18][CH2:19][CH2:20][CH3:21].[OH-].[Na+]>CO>[CH2:18]([C:7]1[C:8]2[C:13](=[CH:12][CH:11]=[CH:10][CH:9]=2)[C:14]([O:16][CH3:17])=[CH:15][C:6]=1/[CH:5]=[CH:4]/[C:3]([OH:22])=[O:2])[CH2:19][CH2:20][CH3:21] |f:1.2|. Reported procedure: As in Example 112, (E)-3-(1-butyl-4-methoxy-2-naphthalenyl)-2-propenoic acid methyl ester (4 g) in methanol (20 mL) was treated with 2N sodium hydroxide solution (5 mL) at reflux for 1 hour and the normal isolation procedure afforded 3.8 g of (E)-3-(1-butyl-4-methoxy-2-naphthalenyl)-2-propenoic acid. Crystallization of a sample from diethyl ether gave the analytical specimen, mp 166°-167° C. Anal. Calcd for C18H20O3 : C, 76.03; H, 7.09 Found: C, 75.89; H, 7.13